Dataset: the Open Reaction Database (ORD), a public repository of structured organic reaction records. Task: describe an organic reaction: reactants, conditions, products, and yield The reactants are CN(C=1C=C2C(=CC(=CC2=CC1)C(=O)OC)O)C (methyl 6-dimethylamino-4-hydroxy-2-naphthoate), C1(=CC=CC=C1)C(C#C)(O)C1=CC=C(C=C1)N1CCCCC1 (1-phenyl-1-(4-piperidinophenyl)prop-2-yn-1-ol). Solvent: C1(=CC=CC=C1)C (toluene). Product: CN(C1=CC=C2C=C(C3=C(OC(C=C3)(C3=CC=C(C=C3)N3CCCCC3)C3=CC=CC=C3)C2=C1)C(=O)OC)C (Methyl 9-dimethylamino-2-phenyl-2-(4-piperidinophenyl)-2H-naphtho[1,2-b]pyran-5-carboxylate). Reaction SMILES: [CH3:1][N:2]([CH3:18])[C:3]1[CH:4]=[C:5]2[C:10](=[CH:11][CH:12]=1)[CH:9]=[C:8]([C:13]([O:15][CH3:16])=[O:14])[CH:7]=[C:6]2[OH:17].[C:19]1([C:25]([C:29]2[CH:34]=[CH:33][C:32]([N:35]3[CH2:40][CH2:39][CH2:38][CH2:37][CH2:36]3)=[CH:31][CH:30]=2)(O)[C:26]#[CH:27])[CH:24]=[CH:23][CH:22]=[CH:21][CH:20]=1>C1(C)C=CC=CC=1>[CH3:18][N:2]([CH3:1])[C:3]1[CH:4]=[C:5]2[C:10]([CH:9]=[C:8]([C:13]([O:15][CH3:16])=[O:14])[C:7]3[CH:27]=[CH:26][C:25]([C:19]4[CH:24]=[CH:23][CH:22]=[CH:21][CH:20]=4)([C:29]4[CH:34]=[CH:33][C:32]([N:35]5[CH2:40][CH2:39][CH2:38][CH2:37][CH2:36]5)=[CH:31][CH:30]=4)[O:17][C:6]=32)=[CH:11][CH:12]=1. Reported procedure: A solution of methyl 6-dimethylamino-4-hydroxy-2-naphthoate (5 mmol) and 1-phenyl-1-(4-piperidinophenyl)prop-2-yn-1-ol (5 mmol) in toluene (60 cm3) containing acidic alumina (Brockrmann 1) (5 g) was refluxed for 90 minutes. The cooled solution was filtered and the alumina residue washed well with ethyl acetate (5×40 cm3). Removal of the dried solvent gave a brown gum which was flash chromatographed using 30% ethyl acetate in hexane as the eluent to give an off-white solid. Recrystallisation from... Starting materials: FC(C(=O)O)(F)F (trifluoroacetic acid), C(C1=CC=CC=C1)OC(C(F)(F)F)(C(F)(F)F)C1=CC(=C(C=C1)N1CCN(CC1)C(=O)OC(C)(C)C)\C=C/C (tert-Butyl (Z)-4-{4-[2-(benzyloxy)-1,1,1,3,3,3-hexafluoropropan-2-yl]-2-(prop-1-en-1-yl)phenyl}piperazine-1-carboxylate), C(O)([O-])=O.[Na+] (sodium hydrogen carbonate). Run in ClCCl (dichloromethane). Reaction conditions: time 0.5 hour. The product is C(C1=CC=CC=C1)OC(C(F)(F)F)(C(F)(F)F)C1=CC(=C(C=C1)N1CCNCC1)\C=C/C ((Z)-1-{4-[2-(benzyloxy)-1,1,1,3,3,3-hexafluoropropan-2-yl]-2-(prop-1-en-1-yl)phenyl}piperazine). Yield: 141.1%. RXN SMILES: [CH2:1]([O:8][C:9]([C:18]1[CH:23]=[CH:22][C:21]([N:24]2[CH2:29][CH2:28][N:27](C(OC(C)(C)C)=O)[CH2:26][CH2:25]2)=[C:20](/[CH:37]=[CH:38]\[CH3:39])[CH:19]=1)([C:14]([F:17])([F:16])[F:15])[C:10]([F:13])([F:12])[F:11])[C:2]1[CH:7]=[CH:6][CH:5]=[CH:4][CH:3]=1.FC(F)(F)C(O)=O.C(=O)([O-])O.[Na+]>ClCCl>[CH2:1]([O:8][C:9]([C:18]1[CH:23]=[CH:22][C:21]([N:24]2[CH2:29][CH2:28][NH:27][CH2:26][CH2:25]2)=[C:20](/[CH:37]=[CH:38]\[CH3:39])[CH:19]=1)([C:10]([F:11])([F:12])[F:13])[C:14]([F:16])([F:17])[F:15])[C:2]1[CH:3]=[CH:4][CH:5]=[CH:6][CH:7]=1 |f:2.3|. Procedure: tert-Butyl (Z)-4-{4-[2-(benzyloxy)-1,1,1,3,3,3-hexafluoropropan-2-yl]-2-(prop-1-en-1-yl)phenyl}piperazine-1-carboxylate (67 mg, 0.119 mmol) was dissolved in dichloromethane (2.0 mL). Under ice-cold conditions, trifluoroacetic acid (200 μL) was added and stirred at room temperature for 0.5 hours. The reaction solution was added a saturated aqueous solution of sodium hydrogen carbonate under ice-cold conditions, and extracted with chloroform. The organic layer was washed with brine, dried over anh... Product: Cl.FC1=C(CSC2=NC(=CC(=N2)NS(=O)(=O)N2CCN(CC2)C(CN)=O)OC)C=CC=C1F (N-{2-[(2,3-Difluorobenzyl)thio]-6-methoxypyrimidin-4-yl}-4-glycylpiperazine-1-sulfonamide, hydrochloride salt). Reported procedure: A solution of tert-butyl (2-{4-[({2-[(2,3-difluorobenzyl)thio]-6-methoxypyrimidin-4-yl}amino)sulfonyl]piperazin-1-yl}-2-oxoethyl)carbamate (the product of step u, 0.19 g) in 10% TFA/DCM (5 mL) was stirred at room temperature for 3 h. The solution was evaporated, and then redissolved in 4N in dioxane (2 mL) and MeOH (8 mL). Evaporation gave a crude residue that was triturated in Et2O, filtered and dried in a vacuum oven at 40° C. overnight to give the title compound as a white solid. Yield: 140 m... Starting materials: FC1=C(CSC2=NC(=CC(=N2)NS(=O)(=O)N2CCN(CC2)C(CNC(OC(C)(C)C)=O)=O)OC)C=CC=C1F (tert-butyl (2-{4-[({2-[(2,3-difluorobenzyl)thio]-6-methoxypyrimidin-4-yl}amino)sulfonyl]piperazin-1-yl}-2-oxoethyl)carbamate), product, C(=O)(C(F)(F)F)O.C(Cl)Cl (TFA DCM). Reaction SMILES: [F:1][C:2]1[C:38]([F:39])=[CH:37][CH:36]=[CH:35][C:3]=1[CH2:4][S:5][C:6]1[N:11]=[C:10]([NH:12][S:13]([N:16]2[CH2:21][CH2:20][N:19]([C:22](=[O:32])[CH2:23][NH:24]C(=O)OC(C)(C)C)[CH2:18][CH2:17]2)(=[O:15])=[O:14])[CH:9]=[C:8]([O:33][CH3:34])[N:7]=1.C(O)(C(F)(F)F)=O.C(Cl)[Cl:48]>>[ClH:48].[F:1][C:2]1[C:38]([F:39])=[CH:37][CH:36]=[CH:35][C:3]=1[CH2:4][S:5][C:6]1[N:11]=[C:10]([NH:12][S:13]([N:16]2[CH2:17][CH2:18][N:19]([C:22](=[O:32])[CH2:23][NH2:24])[CH2:20][CH2:21]2)(=[O:14])=[O:15])[CH:9]=[C:8]([O:33][CH3:34])[N:7]=1 |f:1.2,3.4|. Reactants: CO, CCOC(=O)c1ccc(Cl)cc1OCC, Cl, [Na+], [OH-]. Yields the product CCOc1cc(Cl)ccc1C(=O)O. Reaction SMILES: [CH3:19][OH:20].[Cl:1][c:2]1[cH:3][c:4]([O:13][CH2:14][CH3:15])[c:5]([C:6](=[O:7])[O:8][CH2:9][CH3:10])[cH:11][cH:12]1.[ClH:18].[Na+:17].[OH-:16]>>[Cl:1][c:2]1[cH:3][c:4]([O:13][CH2:14][CH3:15])[c:5]([C:6](=[O:7])[OH:8])[cH:11][cH:12]1.